This data is from the Open Reaction Database (ORD), a public repository of structured organic reaction records. The task is: describe an organic reaction: reactants, conditions, products, and yield The reactants are BrC=1C=C(C=NC1OCC(F)(F)F)NC(C1=CN=CC=C1)=O (N-[5-Bromo-6-(2,2,2-trifluoro-ethoxy)-pyridin-3-yl]-nicotinamide), FC1=CC=C(C=C1)B(O)O (B-(4-fluorophenyl)-boronic acid). The product is FC1=CC=C(C=C1)C=1C=C(C=NC1OCC(F)(F)F)NC(C1=CN=CC=C1)=O (N-(5-(4-fluorophenyl)-6-(2,2,2-trifluoroethoxy)pyridin-3-yl)nicotinamide). Reaction SMILES: Br[C:2]1[CH:3]=[C:4]([NH:14][C:15](=[O:22])[C:16]2[CH:21]=[CH:20][CH:19]=[N:18][CH:17]=2)[CH:5]=[N:6][C:7]=1[O:8][CH2:9][C:10]([F:13])([F:12])[F:11].[F:23][C:24]1[CH:29]=[CH:28][C:27](B(O)O)=[CH:26][CH:25]=1>>[F:23][C:24]1[CH:29]=[CH:28][C:27]([C:2]2[CH:3]=[C:4]([NH:14][C:15](=[O:22])[C:16]3[CH:21]=[CH:20][CH:19]=[N:18][CH:17]=3)[CH:5]=[N:6][C:7]=2[O:8][CH2:9][C:10]([F:13])([F:12])[F:11])=[CH:26][CH:25]=1. Procedure details: The title compound was synthesized in analogy to Example 39, using N-[5-bromo-6-(2,2,2-trifluoro-ethoxy)-pyridin-3-yl]-nicotinamide (example G) and B-(4-fluorophenyl)-boronic acid (CAN 1765-93-1) as starting materials; LC-MS (UV peak area/ESI) 100%, 392.1005 (M+H)+.